From a dataset of the Open Reaction Database (ORD), a public repository of structured organic reaction records. describe an organic reaction: reactants, conditions, products, and yield The reactants are O=C([O-])[O-], CCCCCCCCCCO, FC(F)(F)c1ccccc1, [K+], [K+], Oc1ccc(O)cc1. The product is CCCCCCCCCC=O. RXN SMILES: [C:9](=[O:10])([O-:11])[O-:12].[CH2:25]([CH2:26][CH2:27][CH2:28][CH2:29][CH2:30][CH2:31][CH2:32][CH2:33][CH3:34])[OH:35].[F:15][C:16]([c:17]1[cH:18][cH:19][cH:20][cH:21][cH:22]1)([F:23])[F:24].[K+:13].[K+:14].[OH:1][c:2]1[cH:3][cH:4][c:5]([OH:6])[cH:7][cH:8]1>>[CH:25]([CH2:26][CH2:27][CH2:28][CH2:29][CH2:30][CH2:31][CH2:32][CH2:33][CH3:34])=[O:35]. The reactants are CO, COC(=O)c1csc(-c2cocn2)c1, [Na+], [OH-]. Product: O=C(O)c1csc(-c2cocn2)c1. RXN SMILES: [CH3:17][OH:18].[CH3:1][O:2][C:3](=[O:4])[c:5]1[cH:6][s:7][c:8](-[c:10]2[n:11][cH:12][o:13][cH:14]2)[cH:9]1.[Na+:16].[OH-:15]>>[O:2]=[C:3]([OH:4])[c:5]1[cH:6][s:7][c:8](-[c:10]2[n:11][cH:12][o:13][cH:14]2)[cH:9]1. Starting materials: ClCCl, CN(C)C=O, CS(=O)(=O)c1ccc(C(CC2CCCC2=O)C(=O)O)cc1Cl, O=C(Cl)C(=O)Cl, Nc1cnccn1, C1CCOC1, c1ccncc1. Product: CS(=O)(=O)c1ccc(C(CC2CCCC2=O)C(=O)Nc2cnccn2)cc1Cl. Reaction SMILES: [CH2:42]([Cl:43])[Cl:44].[CH3:50][N:51]([CH3:52])[CH:53]=[O:54].[Cl:1][c:2]1[cH:3][c:4]([CH:12]([C:13](=[O:14])[OH:15])[CH2:16][CH:17]2[C:18](=[O:22])[CH2:19][CH2:20][CH2:21]2)[cH:5][cH:6][c:7]1[S:8](=[O:9])(=[O:10])[CH3:11].[Cl:23][C:24]([C:25]([Cl:26])=[O:27])=[O:28].[NH2:29][c:30]1[n:31][cH:32][cH:33][n:34][cH:35]1.[O:45]1[CH2:46][CH2:47][CH2:48][CH2:49]1.[cH:36]1[cH:37][cH:38][n:39][cH:40][cH:41]1>>[Cl:1][c:2]1[cH:3][c:4]([CH:12]([C:13](=[O:14])[NH:29][c:30]2[n:31][cH:32][cH:33][n:34][cH:35]2)[CH2:16][CH:17]2[C:18](=[O:22])[CH2:19][CH2:20][CH2:21]2)[cH:5][cH:6][c:7]1[S:8](=[O:9])(=[O:10])[CH3:11]. Starting materials: [I-].[Na+] (sodium iodide), COC([C@@H](N1CC2=C(C(C1)O)SC=C2)C2=C(C=CC=C2)Cl)=O ((αS,7RS)-methyl-α-(7-hydroxy-4,5,6,7-tetrahydro-5-thieno[3,2-c]pyridyl)-o-chlorophenylacetate), C([O-])(O)=O.[Na+] (sodium bicarbonate), Cl[Si](CC)(CC)CC (chlorotriethylsilane). Run in ClCCl (dichloromethane), O (Water), ClCCl (dichloromethane). Reaction conditions: time 90 minute. The product is COC(=O)[C@H](C=1C=CC=CC1Cl)N2CCC3=C(C=CS3)C2 (clopidogrel), product. Reaction SMILES: [I-].[Na+].Cl[Si](CC)(CC)CC.[CH3:11][O:12][C:13](=[O:32])[C@H:14]([C:25]1[CH:30]=[CH:29][CH:28]=[CH:27][C:26]=1[Cl:31])[N:15]1[CH2:20][CH:19](O)[C:18]2[S:22][CH:23]=[CH:24][C:17]=2[CH2:16]1.C(=O)(O)[O-].[Na+]>ClCCl.O>[CH3:11][O:12][C:13]([C@@H:14]([N:15]1[CH2:16][C:17]2[CH:24]=[CH:23][S:22][C:18]=2[CH2:19][CH2:20]1)[C:25]1[CH:30]=[CH:29][CH:28]=[CH:27][C:26]=1[Cl:31])=[O:32] |f:0.1,4.5|. Procedure: To a mixture of sodium iodide in dichloromethane is added chlorotriethylsilane. The mixture is stirred at room temperature under nitrogen for 90 min. A solution of (αS,7RS)-methyl-α-(7-hydroxy-4,5,6,7-tetrahydro-5-thieno[3,2-c]pyridyl)-o-chlorophenylacetate (9) (8.2 g, 24.3 mmol) in dichloromethane is added to the mixture at 0–5° C. After the addition is complete the mixture is warmed to room temperature and stirred for 3 hours. Water is then added to the mixture at 0–5° C. The reaction mixture ...